From a dataset of the Open Reaction Database (ORD), a public repository of structured organic reaction records. describe an organic reaction: reactants, conditions, products, and yield The reactants are O (water), CI (methyl iodide), C(#N)C=1C=C(C=CC1N1CCC(CC1)O[Si](C)(C)C(C)(C)C)NC(=O)C=1C=NN(C1C)C1=CC=C(C=C1)F (N-[3-Cyano-4-(4-tert-butyldimethylsilyloxypiperidin-1-yl)phenyl]-1-(4-fluorophenyl)-5-methylpyrazole-4-carboxamide), [H-].[Na+] (sodium hydride). Run in CN(C=O)C (Dimethylformamide), CN(C=O)C (dimethylformamide). The product is C(#N)C=1C=C(C=CC1N1CCC(CC1)O)N(C(=O)C=1C=NN(C1C)C1=CC=C(C=C1)F)C (N-(3-Cyano-4-(4-hydroxypiperidin-1-yl)phenyl)-1-(4-fluorophenyl)-N,5-dimethylpyrazole-4-carboxamide). Yield: 65.7%. RXN SMILES: [C:1]([C:3]1[CH:4]=[C:5]([NH:23][C:24]([C:26]2[CH:27]=[N:28][N:29]([C:32]3[CH:37]=[CH:36][C:35]([F:38])=[CH:34][CH:33]=3)[C:30]=2[CH3:31])=[O:25])[CH:6]=[CH:7][C:8]=1[N:9]1[CH2:14][CH2:13][CH:12]([O:15][Si](C(C)(C)C)(C)C)[CH2:11][CH2:10]1)#[N:2].[H-].[Na+].[CH3:41]I.O>CN(C)C=O>[C:1]([C:3]1[CH:4]=[C:5]([N:23]([CH3:41])[C:24]([C:26]2[CH:27]=[N:28][N:29]([C:32]3[CH:33]=[CH:34][C:35]([F:38])=[CH:36][CH:37]=3)[C:30]=2[CH3:31])=[O:25])[CH:6]=[CH:7][C:8]=1[N:9]1[CH2:14][CH2:13][CH:12]([OH:15])[CH2:11][CH2:10]1)#[N:2] |f:1.2|. Procedure details: N-[3-Cyano-4-(4-tert-butyldimethylsilyloxypiperidin-1-yl)phenyl]-1-(4-fluorophenyl)-5-methylpyrazole-4-carboxamide (1.5 g) and sodium hydride (60% content, 0.2 g) were reacted in dimethylformamide (10 ml) under ice-cooling for 1 h. Dimethylformamide solution (1 ml) containing methyl iodide (0.6 g) was added and the mixture was stirred under ice-cooling for 1 h and, after allowed to warm to room temperature, stirred for another 1 h. The reaction mixture was added into water and extracted with eth... Reactants: OC1C(OC2=C(C1C(NC)=S)C=C(C=C2)[N+](=O)[O-])(COC)COC (3,4-dihydro-3-hydroxy-2,2-bis(methoxymethyl)-N-methyl-6-nitro-2H-1-benzopyran-4-carbothioamide), O.C1(=CC=C(C=C1)S(=O)(=O)O)C (p-toluenesulfonic acid monohydrate). Solvent: C1(=CC=CC=C1)C (toluene), C1(=CC=CC=C1)C (Toluene). Yields the product COCC1(OC2=C(C(=C1)C(NC)=S)C=C(C=C2)[N+](=O)[O-])COC (2,2-bis(methoxymethyl)-N-methyl-6-nitro-2H-1-benzopyran-4-carbothioamide). Yield: 21.1%. RXN SMILES: O[CH:2]1[CH:7]([C:8](=[S:11])[NH:9][CH3:10])[C:6]2[CH:12]=[C:13]([N+:16]([O-:18])=[O:17])[CH:14]=[CH:15][C:5]=2[O:4][C:3]1([CH2:22][O:23][CH3:24])[CH2:19][O:20][CH3:21].O.C1(C)C=CC(S(O)(=O)=O)=CC=1>C1(C)C=CC=CC=1>[CH3:24][O:23][CH2:22][C:3]1([CH2:19][O:20][CH3:21])[CH:2]=[C:7]([C:8](=[S:11])[NH:9][CH3:10])[C:6]2[CH:12]=[C:13]([N+:16]([O-:18])=[O:17])[CH:14]=[CH:15][C:5]=2[O:4]1 |f:1.2|. Procedure: A mixture of 550 mg of 3,4-dihydro-3-hydroxy-2,2-bis(methoxymethyl)-N-methyl-6-nitro-2H-1-benzopyran-4-carbothioamide, 0.16 g of p-toluenesulfonic acid monohydrate and 8 ml of toluene was refluxed with heating for 1.5 hours. Toluene was added to the mixture. After it was washed with water and dried, the solvent was distilled. The resultant residue was purified according to silica gel column chromatography (developing solution, MeOH:CH2Cl2 =1:99) to obtain 110 mg of oily 2,2-bis(methoxymethyl)-N-... Reactants: FC1=CC=C(C=C1)N1CCN(CC1)C(CC)C1=CC=C(C=C1)[N+](=O)[O-] (1-(p-fluorophenyl)-4-[1-(4-nitrophenyl)propyl]piperazine). Reagents/catalysts: [Cl-].[Cl-].[Cl-].[Ti+3] (titanium trichloride). The product is FC1=CC=C(C=C1)N1CCN(CC1)C(CC)C1=CC=C(C=C1)N (1-(4-fluorophenyl)-4-[1-(4-aminophenyl)propyl]piperazine). As a reaction SMILES: [F:1][C:2]1[CH:7]=[CH:6][C:5]([N:8]2[CH2:13][CH2:12][N:11]([CH:14]([C:17]3[CH:22]=[CH:21][C:20]([N+:23]([O-])=O)=[CH:19][CH:18]=3)[CH2:15][CH3:16])[CH2:10][CH2:9]2)=[CH:4][CH:3]=1>[Cl-].[Cl-].[Cl-].[Ti+3]>[F:1][C:2]1[CH:3]=[CH:4][C:5]([N:8]2[CH2:9][CH2:10][N:11]([CH:14]([C:17]3[CH:18]=[CH:19][C:20]([NH2:23])=[CH:21][CH:22]=3)[CH2:15][CH3:16])[CH2:12][CH2:13]2)=[CH:6][CH:7]=1 |f:1.2.3.4|. Procedure details: In the manner given in Example 1B, 1-(p-fluorophenyl)-4-[1-(4-nitrophenyl)propyl]piperazine is reduced with aqueous titanium trichloride to give 1-(4-fluorophenyl)-4-[1-(4-aminophenyl)propyl]piperazine. Reactants: [Al+3], O=C([O-])[O-], C1CCOC1, CCOC(=O)c1ccc(-c2nn(Cc3ccccc3)c3ccccc23)o1, [H-], [H-], [H-], [H-], [K+], [K+], [Li+]. Yields the product OCc1ccc(-c2nn(Cc3ccccc3)c3ccccc23)o1. Reaction SMILES: [Al+3:2].[C:33](=[O:34])([O-:35])[O-:36].[CH2:39]1[O:40][CH2:41][CH2:42][CH2:43]1.[CH2:7]([c:8]1[cH:9][cH:10][cH:11][cH:12][cH:13]1)[n:14]1[n:15][c:16](-[c:23]2[o:24][c:25]([C:28](=[O:29])[O:30][CH2:31][CH3:32])[cH:26][cH:27]2)[c:17]2[cH:18][cH:19][cH:20][cH:21][c:22]12.[H-:1].[H-:4].[H-:5].[H-:6].[K+:37].[K+:38].[Li+:3]>>[CH2:7]([c:8]1[cH:9][cH:10][cH:11][cH:12][cH:13]1)[n:14]1[n:15][c:16](-[c:23]2[o:24][c:25]([CH2:28][OH:29])[cH:26][cH:27]2)[c:17]2[cH:18][cH:19][cH:20][cH:21][c:22]12. Reactants: C(OCOC(C)=O)(SCC)=O (carbonothioic acid, O-[(acetyloxy)methyl] S-ethyl ester), S(=O)(=O)(Cl)Cl (sulfuryl chloride). Reaction conditions: temperature 0 celsius, time 30 minute. The product is C(OCOC(C)=O)(=O)Cl (carbonochloridic acid, (acetyloxy)methyl ester). Yield: 112.4%. As a reaction SMILES: [C:1](=[O:11])(SCC)[O:2][CH2:3][O:4][C:5](=[O:7])[CH3:6].S(Cl)([Cl:15])(=O)=O>>[C:1]([Cl:15])(=[O:11])[O:2][CH2:3][O:4][C:5](=[O:7])[CH3:6]. Reported procedure: To the thioester from Step 3 (2.50 g, 14.0 mmol) cooled to 0° C. is added sulfuryl chloride (1.5 mL, 18.25 mmol) over 2 min. The reaction mixture is stirred at 0° C. for 30 min then at RT for 2.5 h. The reaction mixture is concentrated and then dried on house vacuum overnight to afford 2.4 g of the desired crude product, which is used without further purification. 1H NMR (CDCl3) δ 5.83 (s, 2H), 2.19 (s, 3H); Reactants: CCOC(C(=O)OC)P(=O)(OCC)OCC, O=Cc1ccc(OCCCl)cc1, [H-], [Na+], C1CCOC1, O. The product is CCOC(=Cc1ccc(OCCCl)cc1)C(=O)OC. RXN SMILES: [CH2:4]([CH3:5])[O:6][CH:7]([C:8](=[O:9])[O:10][CH3:11])[P:12]([O:13][CH2:14][CH3:15])([O:16][CH2:17][CH3:18])=[O:19].[Cl:20][CH2:21][CH2:22][O:23][c:24]1[cH:25][cH:26][c:27]([CH:28]=[O:29])[cH:30][cH:31]1.[H-:2].[Na+:3].[O:32]1[CH2:33][CH2:34][CH2:35][CH2:36]1.[OH2:1]>>[CH2:4]([CH3:5])[O:6][C:7]([C:8](=[O:9])[O:10][CH3:11])=[CH:28][c:27]1[cH:26][cH:25][c:24]([O:23][CH2:22][CH2:21][Cl:20])[cH:31][cH:30]1. Starting materials: Cc1cc(S(N)(=O)=O)cc(C)c1C, O=C=Nc1ccc(C(F)(F)F)cc1, [Na+], [OH-]. Product: Cc1cc(S(=O)(=O)NC(=O)Nc2ccc(C(F)(F)F)cc2)cc(C)c1C. Reaction SMILES: [CH3:1][c:2]1[cH:3][c:4]([S:10](=[O:11])(=[O:12])[NH2:13])[cH:5][c:6]([CH3:9])[c:7]1[CH3:8].[F:16][C:17]([c:18]1[cH:19][cH:20][c:21]([N:24]=[C:25]=[O:26])[cH:22][cH:23]1)([F:27])[F:28].[Na+:15].[OH-:14]>>[CH3:1][c:2]1[cH:3][c:4]([S:10](=[O:11])(=[O:12])[NH:13][C:25]([NH:24][c:21]2[cH:20][cH:19][c:18]([C:17]([F:16])([F:27])[F:28])[cH:23][cH:22]2)=[O:26])[cH:5][c:6]([CH3:9])[c:7]1[CH3:8]. Starting materials: Br, CCOC(C)=O, Cc1ccccc1C(=O)Cl, CC#N, C[Si](C)(C)C=[N+]=[N-], O. Product: Cc1ccccc1C(=O)CBr. Reaction SMILES: [BrH:18].[CH3:19][CH2:20][O:21][C:22]([CH3:23])=[O:24].[CH3:1][c:2]1[c:3]([C:4](=[O:5])[Cl:6])[cH:7][cH:8][cH:9][cH:10]1.[CH3:25][C:26]#[N:27].[N+:11](=[CH:13][Si:12]([CH3:14])([CH3:15])[CH3:16])=[N-:17].[OH2:28]>>[CH3:1][c:2]1[c:3]([C:4](=[O:5])[CH2:13][Br:18])[cH:7][cH:8][cH:9][cH:10]1. The reactants are [BH4-], CCO, CCOC(C)=O, CN(CCOc1ccc(C=O)c(Cl)c1)c1ccccn1, Cl, [Na+], [Na+], O=C([O-])O. The product is CN(CCOc1ccc(CO)c(Cl)c1)c1ccccn1. As a reaction SMILES: [BH4-:1].[CH3:29][CH2:30][OH:31].[CH3:32][CH2:33][O:34][C:35](=[O:36])[CH3:37].[Cl:3][c:4]1[c:5]([CH:6]=[O:7])[cH:8][cH:9][c:10]([O:12][CH2:13][CH2:14][N:15]([c:16]2[n:17][cH:18][cH:19][cH:20][cH:21]2)[CH3:22])[cH:11]1.[ClH:23].[Na+:24].[Na+:2].[OH:25][C:26](=[O:27])[O-:28]>>[Cl:3][c:4]1[c:5]([CH2:6][OH:7])[cH:8][cH:9][c:10]([O:12][CH2:13][CH2:14][N:15]([c:16]2[n:17][cH:18][cH:19][cH:20][cH:21]2)[CH3:22])[cH:11]1. Reactants: FC=1C=CC2=C(NN=N2)C1C(=O)OCC (ethyl 6-fluoro-1H-1,2,3-benzotriazole-7-carboxylate). Solvent: Cl (HCl). The product is FC=1C=CC2=C(NN=N2)C1C(=O)O (6-fluoro-1H-1,2,3-benzotriazole-7-carboxylic acid). Isolated yield 90.1%. Reaction SMILES: [F:1][C:2]1[CH:3]=[CH:4][C:5]2[N:9]=[N:8][NH:7][C:6]=2[C:10]=1[C:11]([O:13]CC)=[O:12]>Cl>[F:1][C:2]1[CH:3]=[CH:4][C:5]2[N:9]=[N:8][NH:7][C:6]=2[C:10]=1[C:11]([OH:13])=[O:12]. Reported procedure: ethyl 6-fluoro-1H-1,2,3-benzotriazole-7-carboxylate (920 mg) was heated in 6N HCl until all of the starting material disappeared. Evaporation of the HCl afforded 718 mg of a brownish solid.